describe an organic reaction: reactants, conditions, products, and yield From a dataset of the Open Reaction Database (ORD), a public repository of structured organic reaction records. Reactants: O=C1CC(CN2C(=O)c3ccccc3C2=O)CN1Cc1ccccc1, CCO, NN, O, O=C(O)C=CC(=O)O. Product: NCC1CC(=O)N(Cc2ccccc2)C1. Reaction SMILES: [C:1]1(=[O:2])[N:5]([CH2:6][CH:7]2[CH2:8][C:9](=[O:19])[N:10]([CH2:12][c:13]3[cH:14][cH:15][cH:16][cH:17][cH:18]3)[CH2:11]2)[C:3](=[O:4])[c:20]2[cH:21][cH:22][cH:23][cH:24][c:25]21.[CH2:37]([OH:38])[CH3:39].[NH2:27][NH2:28].[OH2:26].[OH:29][C:30]([CH:31]=[CH:32][C:33](=[O:34])[OH:35])=[O:36]>>[NH2:5][CH2:6][CH:7]1[CH2:8][C:9](=[O:19])[N:10]([CH2:12][c:13]2[cH:14][cH:15][cH:16][cH:17][cH:18]2)[CH2:11]1. The reactants are Cl.C[C@@H]1CN(C[C@@H](N1C=1C2=C(N=CN1)SC=C2)C)CC(=O)O (cis-2-(3,5-Dimethyl-4-(thieno[2,3-d]pyrimidin-4-yl)piperazin-1-yl)acetic acid, hydrochloride salt), C(C(=O)Cl)(=O)Cl (oxalyl chloride), C(C(=O)Cl)(=O)Cl (oxalyl chloride). Reagents/catalysts: CN(C=O)C (dimethylformamide). Solvent: ClCCl (dichloromethane). Yields the product Cl.C[C@@H]1CN(C[C@@H](N1C=1C2=C(N=CN1)SC=C2)C)CC(=O)Cl (cis-2-(3,5-Dimethyl-4-(thieno[2,3-d]pyrimidin-4-yl)piperazin-1-yl)acetyl chloride, hydrochloride salt). RXN SMILES: [ClH:1].[CH3:2][C@H:3]1[N:8]([C:9]2[C:10]3[CH:17]=[CH:16][S:15][C:11]=3[N:12]=[CH:13][N:14]=2)[C@@H:7]([CH3:18])[CH2:6][N:5]([CH2:19][C:20](O)=[O:21])[CH2:4]1.C(Cl)(=O)C([Cl:26])=O>ClCCl.CN(C)C=O>[ClH:26].[CH3:2][C@H:3]1[N:8]([C:9]2[C:10]3[CH:17]=[CH:16][S:15][C:11]=3[N:12]=[CH:13][N:14]=2)[C@@H:7]([CH3:18])[CH2:6][N:5]([CH2:19][C:20]([Cl:1])=[O:21])[CH2:4]1 |f:0.1,5.6|. Procedure: A mixture of the product from Example 9 step (ii) (1.15 g) and oxalyl chloride (1.2 ml) in dichloromethane (100 ml) was treated with 2 drops of dimethylformamide. After 24 hours at room temperature a further aliquot of oxalyl chloride (3.6 ml) was added and the mixture heated under reflux for 48 hours. The solvent was evaporated under reduced pressure. Toluene was added to the residue and then evaporated under reduced pressure to give the subtitle product as a yellow oil (0.95 g). The reactants are CC(C)(C#CC)C (2,2-dimethyl-3-pentyne), C([O-])([O-])=O.[K+].[K+] (potassium carbonate), C1(=CC=CC=C1)P(C1=CC=CC=C1)C1=CC=CC=C1 (triphenylphosphine), BrC1=C(N)C=C(C=C1)OC (2-Bromo-5-methoxyaniline). The reagents and catalysts are [Cl-].C(CCC)[N+](CCCC)(CCCC)CCCC (tetra-n-butylammonium chloride), C(C)(=O)[O-].[Pd+2].C(C)(=O)[O-] (palladium acetate). Run in CN(C(C)=O)C (N,N-dimethylacetamide), O (water). Reaction conditions: temperature 100 celsius, time 20 hour. Product: C(C)(C)(C)C=1NC2=CC(=CC=C2C1C)OC (2-tert-butyl-6-methoxy-3-methyl-1H-indole). RXN SMILES: Br[C:2]1[CH:8]=[CH:7][C:6]([O:9][CH3:10])=[CH:5][C:3]=1[NH2:4].[CH3:11][C:12]([CH3:17])([C:14]#[C:15][CH3:16])[CH3:13].C(=O)([O-])[O-].[K+].[K+].C1(P(C2C=CC=CC=2)C2C=CC=CC=2)C=CC=CC=1>[Cl-].C([N+](CCCC)(CCCC)CCCC)CCC.CN(C)C(=O)C.O.C([O-])(=O)C.[Pd+2].C([O-])(=O)C>[C:12]([C:14]1[NH:4][C:3]2[C:2]([C:15]=1[CH3:16])=[CH:8][CH:7]=[C:6]([O:9][CH3:10])[CH:5]=2)([CH3:17])([CH3:13])[CH3:11] |f:2.3.4,6.7,10.11.12|. Procedure: 2-Bromo-5-methoxyaniline (1.01 g; synthesized according to the process reported by J. H. Tidwell et al., J. Am. Chem. Soc., vol. 116, pp. 11797-11810 (1994)), 2,2-dimethyl-3-pentyne (480 mg; mfd. by Chemsampco), palladium acetate (28.1 mg), tetra-n-butylammonium chloride (1.39 g; mfd. by TOKYO KASEI), potassium carbonate (3.45 g) and triphenylphosphine (65.6 mg) were dissolved in N,N-dimethylacetamide (50 mL). After stirring at 100° C. for 20 hours, the reaction mixture was diluted with water an... Starting materials: ClC1=NC(=CC(=C1)C1=NN(C=N1)\C=C/C(=O)OC(C)C)OC(C)C ((Z)-isopropyl 3-(3-(2-chloro-6-isopropoxypyridin-4-yl)-1H-1,2,4-triazol-1-yl)acrylate), [Li+].[OH-] (LiOH), C(C)(=O)OCC (ethyl acetate). Solvent: C1CCOC1.O (THF Water), CCCCCC (hexane). Reaction conditions: time 2.5 hour. Product: ClC1=NC(=CC(=C1)C1=NN(C=N1)\C=C/C(=O)O)OC(C)C ((Z)-3-(3-(2-chloro-6-isopropoxypyridin-4-yl)-1H-1,2,4-triazol-1-yl)acrylic acid). Isolated yield 91.5%. RXN SMILES: [Cl:1][C:2]1[CH:7]=[C:6]([C:8]2[N:12]=[CH:11][N:10](/[CH:13]=[CH:14]\[C:15]([O:17]C(C)C)=[O:16])[N:9]=2)[CH:5]=[C:4]([O:21][CH:22]([CH3:24])[CH3:23])[N:3]=1.[Li+].[OH-].C(OCC)(=O)C>C1COCC1.O.CCCCCC>[Cl:1][C:2]1[CH:7]=[C:6]([C:8]2[N:12]=[CH:11][N:10](/[CH:13]=[CH:14]\[C:15]([OH:17])=[O:16])[N:9]=2)[CH:5]=[C:4]([O:21][CH:22]([CH3:24])[CH3:23])[N:3]=1 |f:1.2,4.5|. Reported procedure: In a 250-mL, 2-neck round-bottomed flask equipped with rubber septum, (Z)-isopropyl 3-(3-(2-chloro-6-isopropoxypyridin-4-yl)-1H-1,2,4-triazol-1-yl)acrylate (2.0 g, 1.0 eq.) was dissolved in THF:Water (1:1) (20 mL: 20 mL). To this reaction mixture LiOH (0.478 g, 2 eq.) was added and reaction mixture was stirred at room temperature to 2-3 h. The progress of the reaction was followed by TLC analysis on silica gel with 20% ethyl acetate in hexane as mobile phase. Reaction mixture was quenched in wat...